Dataset: the Open Reaction Database (ORD), a public repository of structured organic reaction records. Task: describe an organic reaction: reactants, conditions, products, and yield Starting materials: FC=1C=C(C(=O)O)C=CC1C=1SC2=NC(=CC=C2N1)C1(CC1)C1=CC=CC=C1 (3-fluoro-4-(5-(1-phenylcyclopropyl)thiazolo[5,4-b]pyridin-2-yl)benzoic acid), N1CCOCC1 (morpholine). The product is FC=1C=C(C=CC1C=1SC2=NC(=CC=C2N1)C1(CC1)C1=CC=CC=C1)C(=O)N1CCOCC1 ((3-fluoro-4-(5-(1-phenylcyclopropyl)thiazolo[5,4-b]pyridin-2-yl)phenyl)(morpholino)methanone). RXN SMILES: [F:1][C:2]1[CH:3]=[C:4]([CH:8]=[CH:9][C:10]=1[C:11]1[S:12][C:13]2[C:18]([N:19]=1)=[CH:17][CH:16]=[C:15]([C:20]1([C:23]3[CH:28]=[CH:27][CH:26]=[CH:25][CH:24]=3)[CH2:22][CH2:21]1)[N:14]=2)[C:5]([OH:7])=O.[NH:29]1[CH2:34][CH2:33][O:32][CH2:31][CH2:30]1>>[F:1][C:2]1[CH:3]=[C:4]([C:5]([N:29]2[CH2:34][CH2:33][O:32][CH2:31][CH2:30]2)=[O:7])[CH:8]=[CH:9][C:10]=1[C:11]1[S:12][C:13]2[C:18]([N:19]=1)=[CH:17][CH:16]=[C:15]([C:20]1([C:23]3[CH:24]=[CH:25][CH:26]=[CH:27][CH:28]=3)[CH2:22][CH2:21]1)[N:14]=2. Procedure details: The title compound was synthesized using the described in Example 105 above using 3-fluoro-4-(5-(1-phenylcyclopropyl)thiazolo[5,4-b]pyridin-2-yl)benzoic acid (101 mg, 0.259 mmol) and morpholine. MS (ESI) m/z: Calculated: 459.1; Observed: 460.1 (M++1).